This data is from the Open Reaction Database (ORD), a public repository of structured organic reaction records. The task is: describe an organic reaction: reactants, conditions, products, and yield The reactants are FC(C(=O)O)(F)F (trifluoroacetic acid), C(#N)C1CN(C1)C([C@@H](C)NC(=O)C1=CN(C2=NC=C(N=C21)C2=NN(C1=CC(=CC=C21)Cl)C)COCC[Si](C)(C)C)=O (2-(6-chloro-1-methyl-1H-indazol-3-yl)-5-(2-trimethylsilanylethoxymethyl)-5H-pyrrolo[2,3-b]pyrazine-7-carboxylic acid [(R)-2-(3-cyano-azetidin-1-yl)-1-methyl-2-oxo-ethyl]-amide), C(CN)N (ethylenediamine). Run in ClCCl (dichloromethane). Reaction conditions: time 2 hour. Product: C(#N)C1CN(C1)C([C@@H](C)NC(=O)C1=CNC2=NC=C(N=C21)C2=NN(C1=CC(=CC=C21)Cl)C)=O (2-(6-chloro-1-methyl-1H-indazol-3-yl)-5H-pyrrolo[2,3-b]pyrazine-7-carboxylic acid [(R)-2-(3-cyano-azetidin-1-yl)-1-methyl-2-oxo-ethyl]-amide). The yield is 34.8%. RXN SMILES: [C:1]([CH:3]1[CH2:6][N:5]([C:7](=[O:41])[C@H:8]([NH:10][C:11]([C:13]2[C:21]3[C:16](=[N:17][CH:18]=[C:19]([C:22]4[C:30]5[C:25](=[CH:26][C:27]([Cl:31])=[CH:28][CH:29]=5)[N:24]([CH3:32])[N:23]=4)[N:20]=3)[N:15](COCC[Si](C)(C)C)[CH:14]=2)=[O:12])[CH3:9])[CH2:4]1)#[N:2].FC(F)(F)C(O)=O.C(N)CN>ClCCl>[C:1]([CH:3]1[CH2:4][N:5]([C:7](=[O:41])[C@H:8]([NH:10][C:11]([C:13]2[C:21]3[C:16](=[N:17][CH:18]=[C:19]([C:22]4[C:30]5[C:25](=[CH:26][C:27]([Cl:31])=[CH:28][CH:29]=5)[N:24]([CH3:32])[N:23]=4)[N:20]=3)[NH:15][CH:14]=2)=[O:12])[CH3:9])[CH2:6]1)#[N:2]. Reported procedure: In a round-bottomed flask, 2-(6-chloro-1-methyl-1H-indazol-3-yl)-5-(2-trimethylsilanylethoxymethyl)-5H-pyrrolo[2,3-b]pyrazine-7-carboxylic acid [(R)-2-(3-cyano-azetidin-1-yl)-1-methyl-2-oxo-ethyl]-amide (154 mg, 0.23 mmol) was dissolved in dichloromethane (1.2 ml) and trifluoroacetic acid (0.72 ml, 9.35 mmol) was added. The orange reaction mixture was stirred at room temperature for 2 h then concentrated. The residue was redissolved in dichloromethane (1.2 ml) and ethylenediamine (1.0 ml, 14.8 m... The reactants are [Al+3], ClCCl, CC(=O)Cl, COc1ccc(OC)c(OC)c1, [Cl-], [Cl-], [Cl-], Cl. Yields the product COc1cc(OC)c(C(C)=O)cc1OC. RXN SMILES: [Al+3:2].[CH2:22]([Cl:23])[Cl:24].[CH3:17][C:18]([Cl:19])=[O:20].[CH3:5][O:6][c:7]1[cH:8][cH:9][c:10]([O:15][CH3:16])[c:11]([O:13][CH3:14])[cH:12]1.[Cl-:1].[Cl-:3].[Cl-:4].[ClH:21]>>[CH3:5][O:6][c:7]1[c:8]([C:18]([CH3:17])=[O:20])[cH:9][c:10]([O:15][CH3:16])[c:11]([O:13][CH3:14])[cH:12]1. Starting materials: [N+](=O)([O-])C1=CC=C(OC(=O)Cl)C=C1 (p-nitrophenoxycarbonylchloride), [Si](C)(C)(C(C)(C)C)OCCCO (3-(t-butyldimethylsilyloxy)-1-propanol), CN1CCOCC1 (4-methylmorpholine). Solvent: C(Cl)Cl (methylene chloride), C(Cl)Cl (methylene chloride), C(Cl)Cl (methylene chloride). Reaction conditions: time 2 hour. The product is [Si](C)(C)(C(C)(C)C)OCCCOC(=O)OC1=CC=C(C=C1)[N+](=O)[O-] (1-(t-Butyldimethylsilyloxy)-3-(p-nitrophenoxycarbonyloxy)propane). RXN SMILES: [N+:1]([C:4]1[CH:13]=[CH:12][C:7]([O:8][C:9](Cl)=[O:10])=[CH:6][CH:5]=1)([O-:3])=[O:2].[Si:14]([O:21][CH2:22][CH2:23][CH2:24][OH:25])([C:17]([CH3:20])([CH3:19])[CH3:18])([CH3:16])[CH3:15].CN1CCOCC1>C(Cl)Cl>[Si:14]([O:21][CH2:22][CH2:23][CH2:24][O:25][C:9]([O:8][C:7]1[CH:6]=[CH:5][C:4]([N+:1]([O-:3])=[O:2])=[CH:13][CH:12]=1)=[O:10])([C:17]([CH3:19])([CH3:20])[CH3:18])([CH3:16])[CH3:15]. Reported procedure: A 0.604 g (3.00 mmol) sample of p-nitrophenoxycarbonylchloride in 3 mL of methylene chloride was added to a solution of 0.570 g (3.00 mmol) of 3-(t-butyldimethylsilyloxy)-1-propanol and 0.329 mL of 4-methylmorpholine in 2 mL of methylene chloride cooled in an ice bath. The solution was stirred for 2 hours. The mixture was diluted with methylene chloride, which was washed with water, dried and concentrated. The crude product was chromatographed on silica gel, eluting with 10% ethyl acetate in hex... The reactants are ClC(Cl)(Cl)Cl, CCO, ClC(Cl)Cl, O=S(=O)(O)Cl, OCCNCc1ccccc1. The product is O=S(=O)(O)OCCNCc1ccccc1. RXN SMILES: [C:17]([Cl:18])([Cl:19])([Cl:20])[Cl:21].[CH3:26][CH2:27][OH:28].[CH:22]([Cl:23])([Cl:24])[Cl:25].[Cl:1][S:2](=[O:3])(=[O:4])[OH:5].[c:6]1([CH2:12][NH:13][CH2:14][CH2:15][OH:16])[cH:7][cH:8][cH:9][cH:10][cH:11]1>>[S:2](=[O:3])(=[O:4])([OH:5])[O:16][CH2:15][CH2:14][NH:13][CH2:12][c:6]1[cH:7][cH:8][cH:9][cH:10][cH:11]1.